describe an organic reaction: reactants, conditions, products, and yield From a dataset of the Open Reaction Database (ORD), a public repository of structured organic reaction records. Reactants: BrC=1C(=CC(=C(C1)CC(=O)OCC)[N+](=O)[O-])F (ethyl 2-(5-bromo-4-fluoro-2-nitrophenyl)acetate). Reagents/catalysts: [Fe] (iron). The solvent is CC(=O)O (AcOH). Run at temperature 60 celsius. Product: BrC=1C=C2CC(NC2=CC1F)=O (5-bromo-6-fluoroindolin-2-one). Yield: 86.9%. As a reaction SMILES: [Br:1][C:2]1[C:3]([F:17])=[CH:4][C:5]([N+:14]([O-])=O)=[C:6]([CH2:8][C:9](OCC)=[O:10])[CH:7]=1>[Fe].CC(O)=O>[Br:1][C:2]1[CH:7]=[C:6]2[C:5](=[CH:4][C:3]=1[F:17])[NH:14][C:9](=[O:10])[CH2:8]2. Procedure: To a 250 mL round bottom flask was added ethyl 2-(5-bromo-4-fluoro-2-nitrophenyl)acetate (5.2 g, 17 mmol), iron (4.7 g, 85 mmol) and 50 mL of AcOH. The reaction mixture was heated at 60° C. for 1 hour. The reaction mixture was then concentrated, dissolved in 100 mL of EtOAc, filtered, and washed with 50 mL of a saturated NaHCO3 solution. The organic layer was concentrated and purified with silica gel column chromatography, eluting with 40% EtOAc/hexane to give 5-bromo-6-fluoroindolin-2-one (3.4 ... The reactants are CC1(c2ccccc2)NC(=O)N(C(=O)c2cccc3ccccc23)C1=O, CCOC(C)=O, Clc1cccc(CBr)c1, [H-], [Na+], CN(C)C=O. Product: CC1(c2ccccc2)C(=O)N(C(=O)c2cccc3ccccc23)C(=O)N1Cc1cccc(Cl)c1. As a reaction SMILES: [CH3:1][C:2]1([c:21]2[cH:22][cH:23][cH:24][cH:25][cH:26]2)[C:3](=[O:20])[N:4]([C:8](=[O:9])[c:10]2[cH:11][cH:12][cH:13][c:14]3[cH:15][cH:16][cH:17][cH:18][c:19]23)[C:5](=[O:7])[NH:6]1.[CH3:38][CH2:39][O:40][C:41](=[O:42])[CH3:43].[Cl:29][c:30]1[cH:31][c:32]([CH2:33][Br:34])[cH:35][cH:36][cH:37]1.[H-:27].[Na+:28].[O:44]=[CH:45][N:46]([CH3:47])[CH3:48]>>[CH3:1][C:2]1([c:21]2[cH:22][cH:23][cH:24][cH:25][cH:26]2)[C:3](=[O:20])[N:4]([C:8](=[O:9])[c:10]2[cH:11][cH:12][cH:13][c:14]3[cH:15][cH:16][cH:17][cH:18][c:19]23)[C:5](=[O:7])[N:6]1[CH2:33][c:32]1[cH:31][c:30]([Cl:29])[cH:37][cH:36][cH:35]1. Starting materials: C(C1=CC=CC=C1)OC=1C=C2C(=C(N(C2=CC1)CC1=C(C=C2C(=C1)OCO2)Cl)C(=O)OCC)C2=CC=CC=C2 (ethyl 5-benzyloxy-1-(2-chloro-4,5-methylenedioxybenzyl)-3-phenylindole-2-carboxylate), [OH-].[Na+] (sodium hydroxide), solid, [Na] (sodium). The solvent is C(C)O (ethanol). Yields the product ClC1=C(CN2C(=C(C3=CC(=CC=C23)OCCC)C2=CC=CC=C2)C(=O)O)C=C2C(=C1)OCO2 (1-(2-chloro-4,5-methylenedioxybenzyl)-3-phenyl-5-propyloxyindole-2-carboxylic acid). As a reaction SMILES: [CH2:1]([O:8][C:9]1[CH:10]=[C:11]2[C:15](=[CH:16][CH:17]=1)[N:14]([CH2:18][C:19]1[CH:24]=[C:23]3[O:25][CH2:26][O:27][C:22]3=[CH:21][C:20]=1[Cl:28])[C:13]([C:29]([O:31]CC)=[O:30])=[C:12]2[C:34]1[CH:39]=[CH:38][CH:37]=[CH:36][CH:35]=1)[C:2]1C=CC=C[CH:3]=1.[Na].[OH-].[Na+]>C(O)C>[Cl:28][C:20]1[CH:21]=[C:22]2[O:27][CH2:26][O:25][C:23]2=[CH:24][C:19]=1[CH2:18][N:14]1[C:15]2[C:11](=[CH:10][C:9]([O:8][CH2:1][CH2:2][CH3:3])=[CH:17][CH:16]=2)[C:12]([C:34]2[CH:35]=[CH:36][CH:37]=[CH:38][CH:39]=2)=[C:13]1[C:29]([OH:31])=[O:30] |f:2.3,^1:39|. Procedure: Following the procedure of Example 1(d) except substituting ethyl 1-(2-chloro-4,5-methylenedioxybenzyl)-3-phenyl-5-propyloxyindole-2-carboxylate for ethyl 5-benzyloxy-1-(2-chloro-4,5-methylenedioxybenzyl)-3-phenylindole-2-carboxylate, the title compound was prepared as a white solid (0.053 g, 88%). The title compound was converted to the sodium salt using 1.0 eq of 0.1N sodium hydroxide in ethanol. MS (MH+): 464.0. The reactants are CC(=O)C1=CC=C(C=C1)[N+](=O)[O-] (4-nitroacetophenone), BrBr (bromine). Solvent: C(Cl)(Cl)Cl (chloroform), C(Cl)(Cl)Cl (chloroform). Yields the product [N+](=O)([O-])C1=CC=C(C(CBr)=O)C=C1 (p-nitrophenacyl bromide). The yield is 65.9%. As a reaction SMILES: [CH3:1][C:2]([C:4]1[CH:9]=[CH:8][C:7]([N+:10]([O-:12])=[O:11])=[CH:6][CH:5]=1)=[O:3].[Br:13]Br>C(Cl)(Cl)Cl>[N+:10]([C:7]1[CH:6]=[CH:5][C:4]([C:2](=[O:3])[CH2:1][Br:13])=[CH:9][CH:8]=1)([O-:12])=[O:11]. Reported procedure: In 200 ml of chloroform was dissolved 8.25 g of 4-nitroacetophenone, and 20 ml of a chloroform solution containing 8 g of bromine was added dropwise thereto under cooling. The resulting reaction mixture was concentrated, and the residue (concentrate) was recrystallized from chloroform/ether, collected by filtration, washed, and dried to obtain 8.03 g of p-nitrophenacyl bromide. Starting materials: [Cl-].[NH4+] (ammonium chloride), COC(CCC(CC=C)O)OC (7,7-Dimethoxyhept-1-en-4-ol), CN1C(CCC1)=O (1-methyl-2-pyrrolidinone), C(C1=CC=CC=C1)Br (Benzyl bromide), [H-].[Na+] (Sodium hydride). Solvent: O (Water), C(C)(=O)OCC (ethyl acetate). Reaction conditions: time 30 minute. Yields the product COC(CCC(OCCC=C)C1=CC=CC=C1)OC ([1-(3,3-dimethoxypropyl)-but-3-enyloxymethyl]benzene). Reaction SMILES: [CH3:1][O:2][CH:3]([O:11][CH3:12])[CH2:4][CH2:5][CH:6]([OH:10])[CH2:7][CH:8]=[CH2:9].C(Br)C1[CH:19]=[CH:18][CH:17]=[CH:16]C=1.[H-].[Na+].[Cl-].[NH4+].CN1C[CH2:29][CH2:28][C:27]1=O>C(OCC)(=O)C.O>[CH3:12][O:11][CH:3]([O:2][CH3:1])[CH2:4][CH2:5][CH:6]([C:7]1[CH:29]=[CH:28][CH:27]=[CH:9][CH:8]=1)[O:10][CH2:19][CH2:18][CH:17]=[CH2:16] |f:2.3,4.5|. Reported procedure: 7,7-Dimethoxyhept-1-en-4-ol obtained in Preparation Example 59-(1) (5.47 g) was dissolved in 1-methyl-2-pyrrolidinone (35 mL). Benzyl bromide (3.12 mL, specific gravity: 1.44 g/cm3) was added and the mixture was sufficiently cooled in an ice bath under a nitrogen atmosphere. Sodium hydride (60%, 2.12 g) was added, followed by stirring for one hour and 30 minutes. Water and saturated ammonium chloride were slowly added and then ethyl acetate was added, followed by further stirring. The aqueous la... Starting materials: [BH4-], CO, CCOc1ccc(C(=O)c2cc(C3OC(COCc4ccccc4)C(OCc4ccccc4)C(OCc4ccccc4)C3OCc3ccccc3)ccc2Cl)nn1, [Na+]. Yields the product CCOc1ccc(C(O)c2cc(C3OC(COCc4ccccc4)C(OCc4ccccc4)C(OCc4ccccc4)C3OCc3ccccc3)ccc2Cl)nn1. RXN SMILES: [BH4-:58].[CH3:60][OH:61].[Cl:1][c:2]1[c:3]([C:47](=[O:48])[c:49]2[n:50][n:51][c:52]([O:55][CH2:56][CH3:57])[cH:53][cH:54]2)[cH:4][c:5]([CH:8]2[O:9][CH:10]([CH2:38][O:39][CH2:40][c:41]3[cH:42][cH:43][cH:44][cH:45][cH:46]3)[CH:11]([O:30][CH2:31][c:32]3[cH:33][cH:34][cH:35][cH:36][cH:37]3)[CH:12]([O:22][CH2:23][c:24]3[cH:25][cH:26][cH:27][cH:28][cH:29]3)[CH:13]2[O:14][CH2:15][c:16]2[cH:17][cH:18][cH:19][cH:20][cH:21]2)[cH:6][cH:7]1.[Na+:59]>>[Cl:1][c:2]1[c:3]([CH:47]([OH:48])[c:49]2[n:50][n:51][c:52]([O:55][CH2:56][CH3:57])[cH:53][cH:54]2)[cH:4][c:5]([CH:8]2[O:9][CH:10]([CH2:38][O:39][CH2:40][c:41]3[cH:42][cH:43][cH:44][cH:45][cH:46]3)[CH:11]([O:30][CH2:31][c:32]3[cH:33][cH:34][cH:35][cH:36][cH:37]3)[CH:12]([O:22][CH2:23][c:24]3[cH:25][cH:26][cH:27][cH:28][cH:29]3)[CH:13]2[O:14][CH2:15][c:16]2[cH:17][cH:18][cH:19][cH:20][cH:21]2)[cH:6][cH:7]1. Procedure: A mixture of 4-amino-N-(1-azabicyclo[2.2.2]-oct-3-yl)-5-chloro-2-hydroxybenzamide (590 mg), potassium carbonate (2.8 g), propargyl bromide (9.3 g of an 80% solution of propargyl bromide in toluene) in DMF (10 mL) was stirred at room temperature for 1 hour. The solid was filtered off, and the filtrate diluted with ether. The resulting precipitate was collected and washed with ether. This solid was dissolved in a small amount of a mixture of acetonitrile, methanol and ammonium hydroxide in the rat... Starting materials: NC1=CC(=C(C(=O)NC2CN3CCC2CC3)C=C1Cl)O (4-amino-N-(1-azabicyclo[2.2.2]-oct-3-yl)-5-chloro-2-hydroxybenzamide), C([O-])([O-])=O.[K+].[K+] (potassium carbonate), C(C#C)Br (propargyl bromide), solution, C(C#C)Br (propargyl bromide), CN(C)C=O (DMF). Product: NC=1C(=C(C(=O)NC2CN3CCC2CC3)C=C(C1)Cl)OCC#C (Amino-N-(1-azabicyclo[2.2.2]-oct-3-yl)-5-chloro-2-propargyloxybenzamide). Run in C1(=CC=CC=C1)C (toluene). As a reaction SMILES: N[C:2]1[C:18]([Cl:19])=[CH:17][C:5]([C:6]([NH:8][CH:9]2[CH:14]3[CH2:15][CH2:16][N:11]([CH2:12][CH2:13]3)[CH2:10]2)=[O:7])=[C:4]([OH:20])[CH:3]=1.C(=O)([O-])[O-].[K+].[K+].[CH2:27](Br)[C:28]#[CH:29].C[N:32](C=O)C>C1(C)C=CC=CC=1>[NH2:32][C:3]1[C:4]([O:20][CH2:27][C:28]#[CH:29])=[C:5]([CH:17]=[C:18]([Cl:19])[CH:2]=1)[C:6]([NH:8][CH:9]1[CH:14]2[CH2:15][CH2:16][N:11]([CH2:12][CH2:13]2)[CH2:10]1)=[O:7] |f:1.2.3|. Run at time 1 hour. Yield: 17.0%. The reactants are CS(=O)(=O)Cl, ClCCl, C[Si](C)(C)CCOCn1cc(C#N)nc1C(=O)Nc1ccc(-c2ccc(N)cc2)cc1C1=CCCCC1, c1ccncc1. Product: C[Si](C)(C)CCOCn1cc(C#N)nc1C(=O)Nc1ccc(-c2ccc(NS(C)(=O)=O)cc2)cc1C1=CCCCC1. Reaction SMILES: [CH3:44][S:45]([Cl:46])(=[O:47])=[O:48].[Cl:49][CH2:50][Cl:51].[NH2:1][c:2]1[cH:3][cH:4][c:5](-[c:8]2[cH:9][c:10]([C:32]3=[CH:33][CH2:34][CH2:35][CH2:36][CH2:37]3)[c:11]([NH:14][C:15](=[O:16])[c:17]3[n:18]([CH2:24][O:25][CH2:26][CH2:27][Si:28]([CH3:29])([CH3:30])[CH3:31])[cH:19][c:20]([C:22]#[N:23])[n:21]3)[cH:12][cH:13]2)[cH:6][cH:7]1.[cH:38]1[cH:39][cH:40][n:41][cH:42][cH:43]1>>[NH:1]([c:2]1[cH:3][cH:4][c:5](-[c:8]2[cH:9][c:10]([C:32]3=[CH:33][CH2:34][CH2:35][CH2:36][CH2:37]3)[c:11]([NH:14][C:15](=[O:16])[c:17]3[n:18]([CH2:24][O:25][CH2:26][CH2:27][Si:28]([CH3:29])([CH3:30])[CH3:31])[cH:19][c:20]([C:22]#[N:23])[n:21]3)[cH:12][cH:13]2)[cH:6][cH:7]1)[S:45]([CH3:44])(=[O:47])=[O:48]. Reactants: COC(=O)C1Cc2cc3c(cc2CN1C(=O)OC(C)C)OC(c1ccc(OCc2ccc(Cl)c(Cl)c2)cc1)C(=O)N3C, COC(=O)C(N)Cc1ccc(-c2ccc(C#N)cc2)cc1, Cl. The product is COC(=O)C(Cc1ccc(-c2ccc(C#N)cc2)cc1)NC(=O)C1Cc2cc3c(cc2CN1C(=O)OC(C)C)OC(c1ccc(OCc2ccc(Cl)c(Cl)c2)cc1)C(=O)N3C. Reaction SMILES: [CH3:1][O:2][C:3](=[O:4])[CH:5]1[N:6]([C:37](=[O:38])[O:39][CH:40]([CH3:41])[CH3:42])[CH2:7][c:8]2[cH:9][c:10]3[c:15]([cH:16][c:17]2[CH2:18]1)[N:14]([CH3:19])[C:13](=[O:20])[CH:12]([c:21]1[cH:22][cH:23][c:24]([O:27][CH2:28][c:29]2[cH:30][c:31]([Cl:36])[c:32]([Cl:35])[cH:33][cH:34]2)[cH:25][cH:26]1)[O:11]3.[CH3:44][O:45][C:46]([CH:47]([CH2:48][c:49]1[cH:50][cH:51][c:52](-[c:55]2[cH:56][cH:57][c:58]([C:61]#[N:62])[cH:59][cH:60]2)[cH:53][cH:54]1)[NH2:63])=[O:64].[ClH:43]>>[C:3](=[O:4])([CH:5]1[N:6]([C:37](=[O:38])[O:39][CH:40]([CH3:41])[CH3:42])[CH2:7][c:8]2[cH:9][c:10]3[c:15]([cH:16][c:17]2[CH2:18]1)[N:14]([CH3:19])[C:13](=[O:20])[CH:12]([c:21]1[cH:22][cH:23][c:24]([O:27][CH2:28][c:29]2[cH:30][c:31]([Cl:36])[c:32]([Cl:35])[cH:33][cH:34]2)[cH:25][cH:26]1)[O:11]3)[NH:63][CH:47]([C:46]([O:45][CH3:44])=[O:64])[CH2:48][c:49]1[cH:50][cH:51][c:52](-[c:55]2[cH:56][cH:57][c:58]([C:61]#[N:62])[cH:59][cH:60]2)[cH:53][cH:54]1. The reactants are C1(CCC1)COC1=C(C2=C(OCO2)C=C1)C=1C2=C(N=CN1)C(=CN2)C(=O)O (4-(5-cyclobutylmethoxy-benzo[1,3]dioxol-4-yl)-5H-pyrrolo[3,2-d]pyrimidine-7-carboxylic acid), Cl.COCCNC(=O)[C@@H]1CC[C@H](CC1)N (trans-4-amino-cyclohexanecarboxylic acid (2-methoxy-ethyl)-amide hydrochloride). Product: COCCNC(=O)[C@@H]1CC[C@H](CC1)NC(=O)C1=CNC2=C1N=CN=C2C2=C(C=CC=1OCOC12)OCC1CCC1 (trans-4-(5-Cyclobutylmethoxy-benzo[1,3]dioxol-4-yl)-5H-pyrrolo[3,2-d]pyrimidine-7-carboxylic acid [4-(2-methoxy-ethylcarbamoyl)-cyclohexyl]-amide). Reaction SMILES: [CH:1]1([CH2:5][O:6][C:7]2[CH:15]=[CH:14][C:10]3[O:11][CH2:12][O:13][C:9]=3[C:8]=2[C:16]2[C:17]3[NH:24][CH:23]=[C:22]([C:25]([OH:27])=O)[C:18]=3[N:19]=[CH:20][N:21]=2)[CH2:4][CH2:3][CH2:2]1.Cl.[CH3:29][O:30][CH2:31][CH2:32][NH:33][C:34]([C@H:36]1[CH2:41][CH2:40][C@H:39]([NH2:42])[CH2:38][CH2:37]1)=[O:35]>>[CH3:29][O:30][CH2:31][CH2:32][NH:33][C:34]([C@H:36]1[CH2:37][CH2:38][C@H:39]([NH:42][C:25]([C:22]2[C:18]3[N:19]=[CH:20][N:21]=[C:16]([C:8]4[C:9]5[O:13][CH2:12][O:11][C:10]=5[CH:14]=[CH:15][C:7]=4[O:6][CH2:5][CH:1]4[CH2:4][CH2:3][CH2:2]4)[C:17]=3[NH:24][CH:23]=2)=[O:27])[CH2:40][CH2:41]1)=[O:35] |f:1.2|. Procedure: Starting 4-(5-cyclobutylmethoxy-benzo[1,3]dioxol-4-yl)-5H-pyrrolo[3,2-d]pyrimidine-7-carboxylic acid (example A68) and trans-4-amino-cyclohexanecarboxylic acid (2-methoxy-ethyl)-amide hydrochloride (A196) the title compound is obtained as colorless solid.